Dataset: the Open Reaction Database (ORD), a public repository of structured organic reaction records. Task: describe an organic reaction: reactants, conditions, products, and yield The reactants are CC1=NSC(=N1)N1CCC(CC1)=O (1-(3-methyl-[1,2,4]thiadiazol-5-yl)-piperidin-4-one), ClC=1C=C(CN2N=C(N=C2)N)C=C(C1)Cl (1-(3,5-dichloro-benzyl)-1H-[1,2,4]triazol-3-ylamine). Yields the product ClC=1C=C(CN2N=C(N=C2)NC2CCN(CC2)C2=NC(=NS2)C)C=C(C1)Cl ([1-(3,5-Dichloro-benzyl)-1H-[1,2,4]triazol-3-yl]-[1-(3-methyl-[1,2,4]thiadiazol-5-yl)-piperidin-4-yl]-amine), solid. Isolated yield 27.0%. As a reaction SMILES: [CH3:1][C:2]1[N:6]=[C:5]([N:7]2[CH2:12][CH2:11][C:10](=O)[CH2:9][CH2:8]2)[S:4][N:3]=1.[Cl:14][C:15]1[CH:16]=[C:17]([CH:25]=[C:26]([Cl:28])[CH:27]=1)[CH2:18][N:19]1[CH:23]=[N:22][C:21]([NH2:24])=[N:20]1>>[Cl:28][C:26]1[CH:25]=[C:17]([CH:16]=[C:15]([Cl:14])[CH:27]=1)[CH2:18][N:19]1[CH:23]=[N:22][C:21]([NH:24][CH:10]2[CH2:11][CH2:12][N:7]([C:5]3[S:4][N:3]=[C:2]([CH3:1])[N:6]=3)[CH2:8][CH2:9]2)=[N:20]1. Procedure: Prepared in analogy to example 1 step h) starting from 1-(3-methyl-[1,2,4]thiadiazol-5-yl)-piperidin-4-one (example 1c) and 1-(3,5-dichloro-benzyl)-1H-[1,2,4]triazol-3-ylamine. The title compound was obtained as a white solid (yield=27%). The reactants are ClC1=CC=C(C=C1)CCC(CN1C=NC=C1)OC1=C(C=C(C=C1Cl)NC(C)=O)Cl (1-[4-(4-chlorophenyl)-2-(4-acetylamino-2,6-dichlorophenoxy)-n-butyl]imidazole), C([O-])([O-])=O.[K+].[K+] (potassium carbonate). Solvent: Cl (hydrochloric acid). Product: Cl.Cl.ClC1=CC=C(C=C1)CCC(CN1C=NC=C1)OC1=C(C=C(C=C1Cl)N)Cl (1-[4-(4-chlorophenyl)-2-(4-amino-2,6-dichlorophenoxy)-n-butyl]imidazole bis(hydrochloride)). Isolated yield 248.8%. As a reaction SMILES: [Cl:1][C:2]1[CH:7]=[CH:6][C:5]([CH2:8][CH2:9][CH:10]([O:17][C:18]2[C:23]([Cl:24])=[CH:22][C:21]([NH:25]C(=O)C)=[CH:20][C:19]=2[Cl:29])[CH2:11][N:12]2[CH:16]=[CH:15][N:14]=[CH:13]2)=[CH:4][CH:3]=1.C(=O)([O-])[O-].[K+].[K+]>Cl>[ClH:1].[ClH:1].[Cl:1][C:2]1[CH:7]=[CH:6][C:5]([CH2:8][CH2:9][CH:10]([O:17][C:18]2[C:19]([Cl:29])=[CH:20][C:21]([NH2:25])=[CH:22][C:23]=2[Cl:24])[CH2:11][N:12]2[CH:16]=[CH:15][N:14]=[CH:13]2)=[CH:4][CH:3]=1 |f:1.2.3,5.6.7|. Procedure: A solution of 1-[4-(4-chlorophenyl)-2-(4-acetylamino-2,6-dichlorophenoxy)-n-butyl]imidazole (1.58 g) (prepared as in Example 1) in 15 ml of concentrated hydrochloric acid was heated at 90° C. for 1 day. The resulting solution was poured into 200 ml of aqueous potassium carbonate solution, extracted with ethyl acetate (3×75 ml) and the combined extracts dried (MgSO4) and evaporated. The resulting oil (1.3 g) was dissolved in ether and treated with ethereal hydrogen chloride until precipitation wa... Reactants: IC=1C=C(CBr)C=CC1 (3-Iodobenzyl bromide), CC(C=NC(C(=O)OCC)C)(C)C (rac-ethyl 2-((2,2-dimethylpropylidene)amino)propanoate), CC(C)(C)[O-].[K+] (KOtBu). The solvent is C1(=CC=CC=C1)C (toluene). Conditions: temperature 0 celsius, time 4 hour. The product is C(C)OC(C(CC1=CC(=CC=C1)I)(C)N)=O (Rac-2-Amino-3-(3-iodo-phenyl)-2-methyl-propionic acid ethyl ester). As a reaction SMILES: [I:1][C:2]1[CH:3]=[C:4]([CH:7]=[CH:8][CH:9]=1)[CH2:5]Br.CC(C)(C)C=[N:13][CH:14]([CH3:20])[C:15]([O:17][CH2:18][CH3:19])=[O:16].CC([O-])(C)C.[K+]>C1(C)C=CC=CC=1>[CH2:18]([O:17][C:15](=[O:16])[C:14]([NH2:13])([CH3:20])[CH2:5][C:4]1[CH:7]=[CH:8][CH:9]=[C:2]([I:1])[CH:3]=1)[CH3:19] |f:2.3|. Procedure details: 3-Iodobenzyl bromide (14.4 g, 48.6 mmol) was added to a RT solution of rac-ethyl 2-((2,2-dimethylpropylidene)amino)propanoate (10 g, 48.6 mmol) from above in toluene (100 mL) under argon and the resulting mixture was cooled to −10° C. before KOtBu (10.9 g, 97.2 mmol) was added portionwise. The reaction mixture was stirred at 0° C. for 4 h before being quenched with water. The toluene was evaporated in vacuo and the remaining aqueous phase was extracted with EtOAC (3×). The combined organic extra... Starting materials: CCOC(=O)CSc1nc(Cl)cc(Cl)n1, COc1ccc(N)cc1, CCO, [Na+], [Na+], O=C([O-])[O-]. The product is CCOC(=O)CSc1nc(Cl)cc(Nc2ccc(OC)cc2)n1. RXN SMILES: [CH2:1]([CH3:2])[O:3][C:4]([CH2:5][S:6][c:7]1[n:8][c:9]([Cl:14])[cH:10][c:11]([Cl:13])[n:12]1)=[O:15].[CH3:16][O:17][c:18]1[cH:19][cH:20][c:21]([NH2:24])[cH:22][cH:23]1.[CH3:31][CH2:32][OH:33].[Na+:25].[Na+:26].[O-:27][C:28](=[O:29])[O-:30]>>[CH2:1]([CH3:2])[O:3][C:4]([CH2:5][S:6][c:7]1[n:8][c:9]([Cl:14])[cH:10][c:11]([NH:24][c:21]2[cH:20][cH:19][c:18]([O:17][CH3:16])[cH:23][cH:22]2)[n:12]1)=[O:15]. Reactants: N1([C@H](C(=O)N[C@@H](C)C(=O)O)CCC1)C(=O)OCC1=CC=CC=C1 (Z-(L)-Pro-(L)-AlaOH), C(Cl)Cl (methylene chloride). Product: C(C(C)C)OC(=O)Cl (isobutylchloroformate), CN1CCCCC1 (N-methylpiperidine). As a reaction SMILES: [N:1]1([C:14]([O:16][CH2:17][C:18]2[CH:23]=CC=C[CH:19]=2)=[O:15])[CH2:13][CH2:12][CH2:11][C@H:2]1[C:3](N[C@H](C(O)=O)C)=O.C(Cl)[Cl:25]>>[CH2:17]([O:16][C:14]([Cl:25])=[O:15])[CH:18]([CH3:23])[CH3:19].[CH3:14][N:1]1[CH2:3][CH2:2][CH2:11][CH2:12][CH2:13]1. Reported procedure: A suspension of 1.500 g (4.68 mmoles) of Z-(L)-Pro-(L)-AlaOH (Sigma) in 60 ml of dry methylene chloride (CH2Cl2) was brought under argon atmosphere to a temperature of approximately -20° C. On stabilization of the temperature, the following were added under stirring in quick succession: 0.620 ml (4.74 mmoles) of isobutylchloroformate (IBCF) and 0.580 ml (4.77 mmoles) of N-methylpiperidine (NMP), leaving the system under stirring for approximately 2 minutes. A solution precooled to -15° C. for 30...